Dataset: the Open Reaction Database (ORD), a public repository of structured organic reaction records. Task: describe an organic reaction: reactants, conditions, products, and yield Reactants: ClC=1C=C2CCN(C2=CC1)C1=NC=NC2=CC(=C(C=C12)OC)OC (4-(5-Chloro-2,3-dihydro-indol-1-yl)-6,7-dimethoxy-quinazoline), Cl.[NH+]1=CC=CC=C1 (pyridinium hydrochloride). The solvent is ice water. Reaction conditions: temperature 170 celsius, time 0.75 hour. Yields the product COC=1C=C2C=NC=NC2=CC1O (6-methoxy-quinazolin-7-ol). Yield: 106.6%. RXN SMILES: ClC1C=C2C(=CC=1)N([C:11]1[C:20]3[C:15](=[CH:16][C:17]([O:23]C)=[C:18]([O:21][CH3:22])[CH:19]=3)[N:14]=[CH:13][N:12]=1)CC2.Cl.[NH+]1C=CC=CC=1>>[CH3:22][O:21][C:18]1[CH:19]=[C:20]2[C:15](=[CH:16][C:17]=1[OH:23])[N:14]=[CH:13][N:12]=[CH:11]2 |f:1.2|. Procedure: 4-(5-Chloro-2,3-dihydro-indol-1-yl)-6,7-dimethoxy-quinazoline (1.00 g, 2.93 mmol; from Example 3) was added to molten pyridinium hydrochloride (10.14 g, 88 mmol) at 170° C. The mixture was stirred at 170° C. for 0.5-1.0 hours (until <5% starting material remained by anal. RP-HPLC), and then poured into ice/water (110 mL). The precipitated orange solid was recovered by filtration, dried by azeotropic removal of H2O with CH3CN at 40° C. in vacuo, dissolved in 15% i-PrOH/CHCl3 (75 mL) and washed wi... Starting materials: [Li+].[OH-] (LiOH), C(C1=CC=CC=C1)(=O)N[C@H]1[C@H](CC2(OCCO2)CC1)C(=O)OCC ((7S,8R)-Ethyl 8-benzamido-1,4-dioxaspiro[4.5]decane-7-carboxylate), O (water). Run in C1CCOC1 (THF). The product is C(C1=CC=CC=C1)(=O)N[C@H]1[C@H](CC2(OCCO2)CC1)C(=O)O ((7S,8R)-8-benzamido-1,4-dioxaspiro[4.5]decane-7-carboxylic acid). Isolated yield 100.0%. Reaction SMILES: [C:1]([NH:9][C@@H:10]1[CH2:19][CH2:18][C:13]2([O:17][CH2:16][CH2:15][O:14]2)[CH2:12][C@@H:11]1[C:20]([O:22]CC)=[O:21])(=[O:8])[C:2]1[CH:7]=[CH:6][CH:5]=[CH:4][CH:3]=1.[Li+].[OH-].O>C1COCC1>[C:1]([NH:9][C@@H:10]1[CH2:19][CH2:18][C:13]2([O:17][CH2:16][CH2:15][O:14]2)[CH2:12][C@@H:11]1[C:20]([OH:22])=[O:21])(=[O:8])[C:2]1[CH:7]=[CH:6][CH:5]=[CH:4][CH:3]=1 |f:1.2|. Procedure: (7S,8R)-Ethyl 8-benzamido-1,4-dioxaspiro[4.5]decane-7-carboxylate (740 mg, 2.22 mmol) was dissolved in THF (10 mL) at 25° C. with stirring. 0.5N LiOH (8.88 mL, 4.44 mmol) was then added thereto and the mixture stirred for 3 hours. The reaction was worked up by adding water and then removing the THF in vacuo. The remaining basic aqueous mixture was then acidified to pH=3 with 1N HCl. The aqueous mixture was extracted (2×) with methylene chloride. The methylene chloride extracts were combined, dri... Reactants: O=C([O-])[O-], CC#N, CCOC(C)=O, [K+], [K+], Sc1ccncc1, Cc1ccc(S(=O)(=O)OCC2CSC(NC(=O)OC(C)(C)C)=N2)cc1. The product is CC(C)(C)OC(=O)NC1=NC(CSc2ccncc2)CS1. RXN SMILES: [C:33](=[O:34])([O-:35])[O-:36].[CH3:39][C:40]#[N:41].[CH3:42][CH2:43][O:44][C:45](=[O:46])[CH3:47].[K+:37].[K+:38].[SH:26][c:27]1[cH:28][cH:29][n:30][cH:31][cH:32]1.[c:1]1([CH3:2])[cH:3][cH:4][c:5]([S:6]([O:7][CH2:11][CH:12]2[N:13]=[C:14]([NH:17][C:18]([O:19][C:20]([CH3:21])([CH3:22])[CH3:23])=[O:24])[S:15][CH2:16]2)(=[O:8])=[O:9])[cH:10][cH:25]1>>[CH2:11]([CH:12]1[N:13]=[C:14]([NH:17][C:18]([O:19][C:20]([CH3:21])([CH3:22])[CH3:23])=[O:24])[S:15][CH2:16]1)[S:26][c:27]1[cH:28][cH:29][n:30][cH:31][cH:32]1. Reactants: Br, Br, CC(C)I, CN(C)C=O, [H-], [Na+], O, Oc1ccc(-c2nc3n(c2-c2ccncc2)CCC3)cc1. Yields the product CC(C)Oc1ccc(-c2nc3n(c2-c2ccncc2)CCC3)cc1. As a reaction SMILES: [BrH:1].[BrH:2].[CH3:26][CH:27]([CH3:28])[I:29].[CH3:31][N:32]([CH3:33])[CH:34]=[O:35].[H-:24].[Na+:25].[OH2:30].[OH:3][c:4]1[cH:5][cH:6][c:7](-[c:10]2[n:11][c:12]3[n:13]([c:14]2-[c:15]2[cH:16][cH:17][n:18][cH:19][cH:20]2)[CH2:21][CH2:22][CH2:23]3)[cH:8][cH:9]1>>[O:3]([c:4]1[cH:5][cH:6][c:7](-[c:10]2[n:11][c:12]3[n:13]([c:14]2-[c:15]2[cH:16][cH:17][n:18][cH:19][cH:20]2)[CH2:21][CH2:22][CH2:23]3)[cH:8][cH:9]1)[CH:27]([CH3:26])[CH3:28]. Starting materials: COC(C)(C)C, C1CCNC1, CO, CC(=O)c1ccc(Cl)cc1O, CC(=O)CF. Yields the product CC1(CF)CC(=O)c2ccc(Cl)cc2O1. Reaction SMILES: [C:24]([O:25][CH3:26])([CH3:27])([CH3:28])[CH3:29].[CH2:19]1[CH2:20][NH:21][CH2:22][CH2:23]1.[CH3:12][OH:13].[Cl:1][c:2]1[cH:3][c:4]([OH:11])[c:5]([C:8]([CH3:9])=[O:10])[cH:6][cH:7]1.[F:14][CH2:15][C:16]([CH3:17])=[O:18]>>[Cl:1][c:2]1[cH:3][c:4]2[c:5]([cH:6][cH:7]1)[C:8](=[O:10])[CH2:9][C:16]([CH2:15][F:14])([CH3:17])[O:11]2. The reactants are COc1ccccc1COCCCOc1ccc(C2CCN(C(=O)OC(C)(C)C)CC2OCc2ccc3c(c2)N(CCOS(C)(=O)=O)CCC3)cc1, CN. The product is CNCCN1CCCc2ccc(COC3CN(C(=O)OC(C)(C)C)CCC3c3ccc(OCCCOCc4ccccc4OC)cc3)cc21. Reaction SMILES: [C:1]([CH3:2])([CH3:3])([CH3:4])[O:5][C:6](=[O:7])[N:8]1[CH2:9][CH:10]([O:34][CH2:35][c:36]2[cH:37][cH:38][c:39]3[c:44]([cH:45]2)[N:43]([CH2:46][CH2:47][O:48][S:49]([CH3:50])(=[O:51])=[O:52])[CH2:42][CH2:41][CH2:40]3)[CH:11]([c:14]2[cH:15][cH:16][c:17]([O:20][CH2:21][CH2:22][CH2:23][O:24][CH2:25][c:26]3[c:27]([O:32][CH3:33])[cH:28][cH:29][cH:30][cH:31]3)[cH:18][cH:19]2)[CH2:12][CH2:13]1.[CH3:53][NH2:54]>>[C:1]([CH3:2])([CH3:3])([CH3:4])[O:5][C:6](=[O:7])[N:8]1[CH2:9][CH:10]([O:34][CH2:35][c:36]2[cH:37][cH:38][c:39]3[c:44]([cH:45]2)[N:43]([CH2:46][CH2:47][NH:54][CH3:53])[CH2:42][CH2:41][CH2:40]3)[CH:11]([c:14]2[cH:15][cH:16][c:17]([O:20][CH2:21][CH2:22][CH2:23][O:24][CH2:25][c:26]3[c:27]([O:32][CH3:33])[cH:28][cH:29][cH:30][cH:31]3)[cH:18][cH:19]2)[CH2:12][CH2:13]1.